The task is: describe an organic reaction: reactants, conditions, products, and yield. This data is from the Open Reaction Database (ORD), a public repository of structured organic reaction records. Reactants: C1(=CC=CC2=CC=CC=C12)NCC(=O)OCC (ethyl 1-naphthylaminoacetate), [OH-].[Na+] (NaOH), resultant mixture. Run in C(C)O (ethanol). Product: C1(=CC=CC2=CC=CC=C12)NCC(=O)O (1-Naphthylaminoacetic acid). The yield is 46.6%. As a reaction SMILES: [C:1]1([NH:11][CH2:12][C:13]([O:15]CC)=[O:14])[C:10]2[C:5](=[CH:6][CH:7]=[CH:8][CH:9]=2)[CH:4]=[CH:3][CH:2]=1.[OH-].[Na+]>C(O)C>[C:1]1([NH:11][CH2:12][C:13]([OH:15])=[O:14])[C:10]2[C:5](=[CH:6][CH:7]=[CH:8][CH:9]=2)[CH:4]=[CH:3][CH:2]=1 |f:1.2|. Procedure: In 5 ml of THF, 500 mg of 1-naphthylamine was added, then 168 mg of sodium hydride (60% in oil) was added and the resultant mixture was stirred for 30 min under ice cooling. To the reaction mixture, 0.46 ml of ethyl bromoacetate was added and the mixture was refluxed for 5 hr. The reaction mixture was evaporated under reduced pressure and the resultant residue was re-dissolved in ethyl acetate. The obtained solution was washed with 5% sodium hydrogencarbonate aqueous solution and saturated sodiu... Reactants: CCO, CCOC(=O)c1cn(-c2ccc(F)cc2)nc1C(F)(F)F, [Na+], [OH-], O. Product: O=C(O)c1cn(-c2ccc(F)cc2)nc1C(F)(F)F. Reaction SMILES: [CH3:24][CH2:25][OH:26].[F:1][c:2]1[cH:3][cH:4][c:5](-[n:8]2[n:9][c:10]([C:18]([F:19])([F:20])[F:21])[c:11]([C:13](=[O:14])[O:15][CH2:16][CH3:17])[cH:12]2)[cH:6][cH:7]1.[Na+:23].[OH-:22].[OH2:27]>>[F:1][c:2]1[cH:3][cH:4][c:5](-[n:8]2[n:9][c:10]([C:18]([F:19])([F:20])[F:21])[c:11]([C:13](=[O:14])[OH:15])[cH:12]2)[cH:6][cH:7]1. Reactants: CCOC(=O)CC1CCc2cc(OC)ccc21, CCO, [Na+], [OH-], O. Yields the product COc1ccc2c(c1)CCC2CC(=O)O. As a reaction SMILES: [CH3:1][O:2][c:3]1[cH:4][c:5]2[c:9]([cH:10][cH:11]1)[CH:8]([CH2:12][C:13](=[O:14])[O:15][CH2:16][CH3:17])[CH2:7][CH2:6]2.[CH3:20][CH2:21][OH:22].[Na+:19].[OH-:18].[OH2:23]>>[CH3:1][O:2][c:3]1[cH:4][c:5]2[c:9]([cH:10][cH:11]1)[CH:8]([CH2:12][C:13](=[O:14])[OH:15])[CH2:7][CH2:6]2. The reactants are O=C(Cl)c1ccc(Br)cc1, CCC(NCCN(C)C)c1nc2sc(Br)cc2c(=O)n1Cc1ccccc1, CCN(C(C)C)C(C)C, ClCCl. Product: CCC(c1nc2sc(Br)cc2c(=O)n1Cc1ccccc1)N(CCN(C)C)C(=O)c1ccc(Br)cc1. RXN SMILES: [Br:1][c:2]1[cH:3][cH:4][c:5]([C:6](=[O:7])[Cl:8])[cH:9][cH:10]1.[CH2:11]([c:12]1[cH:13][cH:14][cH:15][cH:16][cH:17]1)[n:18]1[c:19]([CH:29]([CH2:30][CH3:31])[NH:32][CH2:33][CH2:34][N:35]([CH3:36])[CH3:37])[n:20][c:21]2[c:22]([c:23]1=[O:24])[cH:25][c:26]([Br:28])[s:27]2.[CH:38]([N:39]([CH2:40][CH3:41])[CH:42]([CH3:43])[CH3:44])([CH3:45])[CH3:46].[Cl:47][CH2:48][Cl:49]>>[Br:1][c:2]1[cH:3][cH:4][c:5]([C:6](=[O:7])[N:32]([CH:29]([c:19]2[n:18]([CH2:11][c:12]3[cH:13][cH:14][cH:15][cH:16][cH:17]3)[c:23](=[O:24])[c:22]3[c:21]([n:20]2)[s:27][c:26]([Br:28])[cH:25]3)[CH2:30][CH3:31])[CH2:33][CH2:34][N:35]([CH3:36])[CH3:37])[cH:9][cH:10]1.